From a dataset of the Open Reaction Database (ORD), a public repository of structured organic reaction records. describe an organic reaction: reactants, conditions, products, and yield Starting materials: O=C([O-])[O-], CN(C)C=O, O=C1c2cnccc2-c2c1c(Cl)nc1cc(O)ccc21, ClCCl, CCI, [K+], [K+]. Yields the product CCOc1ccc2c3c(c(Cl)nc2c1)C(=O)c1cnccc1-3. Reaction SMILES: [C:21](=[O:22])([O-:23])[O-:24].[CH3:30][N:31]([CH3:32])[CH:33]=[O:34].[Cl:1][c:2]1[n:3][c:4]2[c:5]([c:6]3[c:14]1[C:13](=[O:15])[c:12]1[c:7]-3[cH:8][cH:9][n:10][cH:11]1)[cH:16][cH:17][c:18]([OH:20])[cH:19]2.[Cl:35][CH2:36][Cl:37].[I:27][CH2:28][CH3:29].[K+:25].[K+:26]>>[Cl:1][c:2]1[n:3][c:4]2[c:5]([c:6]3[c:14]1[C:13](=[O:15])[c:12]1[c:7]-3[cH:8][cH:9][n:10][cH:11]1)[cH:16][cH:17][c:18]([O:20][CH2:28][CH3:29])[cH:19]2. Reactants: N([C@@H](CC1=CC=CC=C1)C(=O)O)C(=O)OCC1=CC=CC=C1 (Z-Phe), CCN=C=NCCCN(C)C.Cl (WSCD HCl). Reagents/catalysts: CN(C)C=1C=CN=CC1 (DMAP). The solvent is CO (MeOH). Conditions: temperature 4 celsius, time 12 hour. Yields the product N([C@@H](CC1=CC=CC=C1)C(=O)OC)C(=O)OCC1=CC=CC=C1 (Z-Phe-OMe). As a reaction SMILES: [NH:1]([C:13]([O:15][CH2:16][C:17]1[CH:22]=[CH:21][CH:20]=[CH:19][CH:18]=1)=[O:14])[C@H:2]([C:10]([OH:12])=[O:11])[CH2:3][C:4]1[CH:9]=[CH:8][CH:7]=[CH:6][CH:5]=1.[CH3:23]CN=C=NCCCN(C)C.Cl>CO.CN(C1C=CN=CC=1)C>[NH:1]([C:13]([O:15][CH2:16][C:17]1[CH:22]=[CH:21][CH:20]=[CH:19][CH:18]=1)=[O:14])[C@H:2]([C:10]([O:12][CH3:23])=[O:11])[CH2:3][C:4]1[CH:5]=[CH:6][CH:7]=[CH:8][CH:9]=1 |f:1.2|. Reported procedure: After 1.80 g of Z-Phe was dissolved in 20 mL of MeOH, 73 mg of DMAP, 1.38 g of WSCD HCl were added at 0° C., followed by stirring at 4° C. for 12 hours. The solvent was concentrated and the concentrate was dissolved in AcOEt, followed by washing with 1N HCl aq., satd. NaHCO3 aq., and satd. NaCl aq. After drying over Na2SO4, the solvent was concentrated to give Z-Phe-OMe as oil. After dissolving in 20 mL of dry THF, 196 mg of LiBH4 was added thereto and the mixture was stirred at room temperature...